From a dataset of the Open Reaction Database (ORD), a public repository of structured organic reaction records. describe an organic reaction: reactants, conditions, products, and yield Reactants: NC1=CC=CC2=CC=CC=C12 (1-aminonaphthalene), COC1=CC=C(CC(CCCCSCCCCC(CC2=CC=C(C=C2)OC)CC2=CC=C(C=C2)Br)CC2=CC=C(C=C2)Br)C=C1 (4-methoxybenzyl-5-(4-bromobenzyl)pentyl sulfide), C(C)(C)(C)O[Na] (t-butoxy sodium). Reagents/catalysts: [Pd].P (Pd phosphine). The solvent is C=1(C(=CC=CC1)C)C (orthoxylene). Yields the product COC1=CC=C(CSCCCCCCC2=CC=C(C=C2)NC2=CC=CC3=CC=CC=C23)C=C1 (4-(6-(4-methoxybenzylthio)hexyl)phenyl-1-naphthylamine). Reaction SMILES: [NH2:1][C:2]1[C:11]2[C:6](=[CH:7][CH:8]=[CH:9][CH:10]=2)[CH:5]=[CH:4][CH:3]=1.COC1C=CC(C[CH:19]([CH2:47][C:48]2C=CC(Br)=CC=2)[CH2:20][CH2:21][CH2:22][CH2:23][S:24][CH2:25][CH2:26][CH2:27][CH2:28][CH:29]([CH2:39][C:40]2[CH:45]=[CH:44][C:43](Br)=[CH:42][CH:41]=2)CC2C=CC(OC)=CC=2)=CC=1.[C:57]([O:61][Na])(C)(C)C>C1(C)C(C)=CC=CC=1.[Pd].P>[CH3:57][O:61][C:19]1[CH:20]=[CH:21][C:22]([CH2:23][S:24][CH2:25][CH2:26][CH2:27][CH2:28][CH2:29][CH2:39][C:40]2[CH:41]=[CH:42][C:43]([NH:1][C:2]3[C:11]4[C:6](=[CH:7][CH:8]=[CH:9][CH:10]=4)[CH:5]=[CH:4][CH:3]=3)=[CH:44][CH:45]=2)=[CH:48][CH:47]=1 |f:4.5|. Reported procedure: In an orthoxylene solvent, 1-aminonaphthalene was reacted with 4-methoxybenzyl-5-(4-bromobenzyl)pentyl sulfide in the presence of Pd/phosphine and t-butoxy sodium to obtain 4-(6-(4-methoxybenzylthio)hexyl)phenyl-1-naphthylamine. Then, 4,4′-dibromobiphenyl was added into the resultant compound to obtain N,N′-bis(4-(6-(4-methoxybenzylthio)hexyl)phenyl)-N,N′-bis(α-naphtyl)-1,1′-biphenyl-4,4′-diamine through the same reaction. N,N′-bis(4-(6-mercaptohexyl)phenyl)-N,N′-bis(α-naphtyl)-1,1′-biphenyl-4,4... Reactants: ClC=1C=CC=C2C=C(N=CC12)N (8-Chloroisoquinolin-3-amine), Cl (HCl), N(=O)[O-].[Na+] (Sodium nitrite), C([O-])(O)=O.[Na+] (sodium bicarbonate). The yield is 45.0%. As a reaction SMILES: [Cl:1][C:2]1[CH:3]=[CH:4][CH:5]=[C:6]2[C:11]=1[CH:10]=[N:9][C:8](N)=[CH:7]2.N([O-])=O.[Na+].C(=O)(O)[O-].[Na+].[ClH:22]>>[Cl:22][C:8]1[N:9]=[CH:10][C:11]2[C:6]([CH:7]=1)=[CH:5][CH:4]=[CH:3][C:2]=2[Cl:1] |f:1.2,3.4|. Procedure: 8-Chloroisoquinolin-3-amine (724 mg, 4.05 mmol) was suspended in 10 M HCl and cooled to 0° C. Sodium nitrite (336 mg, 4.86 mmol) was added in portions over 10 minutes. The reaction mixture was stirred for 2 hours, slowly warming to room temperature over an additional 1 hour. After 3 hours, the mixture was poured cautiously into saturated sodium bicarbonate solution, and extracted into ethyl acetate. The organic extract was washed with brine, dried (Na2SO4) and concentrated. Flash chromatography ... Run at temperature 0 celsius, time 2 hour. Yields the product ClC=1N=CC2=C(C=CC=C2C1)Cl (3,8-Dichloroisoquinoline). Starting materials: C1=CC(=O)OC1=O (polymaleic anhydride), [Na+].[Cl-] (NaCl), C(Cl)C1CO1 (epichlorohydrin), [OH-].[Na+] (sodium hydroxide). Solvent: O (water). Product: C(Cl)C1CO1 (epichlorohydrin), ClC(CC)(O)Cl (dichloropropanol). Reaction SMILES: C1C(=O)OC(=O)C=1.[Na+].[Cl-:9].[CH2:10]([CH:12]1[O:14][CH2:13]1)[Cl:11].[OH-:15].[Na+]>O>[CH2:10]([CH:12]1[O:14][CH2:13]1)[Cl:11].[Cl:9][C:10]([Cl:11])([OH:15])[CH2:12][CH3:13] |f:1.2,4.5|. Reported procedure: A sulfonation flask is charged with 87.5 pans of hydrolysed polymaleic anhydride (0.5 COOH equivalents, molecular weight 500-2,000, e.g. Belclene® 200), 80 parts of water and 3 parts of NaCl. After 31 parts of epichlorohydrin have been added, the reaction mixture is heated to 80°-85° C. for about 1 hour, cooled down to room temperature and neutralised with sodium hydroxide solution (pH about 6.8). Excess epichlorohydrin and dichloropropanol formed in the course of the reaction are then distilled... Reactants: CCn1c(=O)n(CC)c2cc(-c3cn(CC(=O)OC(C)(C)C)nc3-c3cccc(C)c3)ccc21, ClCCl, O=C(O)C(F)(F)F. The product is CCn1c(=O)n(CC)c2cc(-c3cn(CC(=O)O)nc3-c3cccc(C)c3)ccc21. RXN SMILES: [C:1]([CH3:2])([CH3:3])([CH3:4])[O:5][C:6]([CH2:7][n:8]1[n:9][c:10](-[c:27]2[cH:28][c:29]([CH3:33])[cH:30][cH:31][cH:32]2)[c:11](-[c:13]2[cH:14][c:15]3[c:16]([n:17]([CH2:23][CH3:24])[c:18](=[O:22])[n:19]3[CH2:20][CH3:21])[cH:25][cH:26]2)[cH:12]1)=[O:34].[Cl:35][CH2:36][Cl:37].[OH:38][C:39]([C:40]([F:41])([F:42])[F:43])=[O:44]>>[O:5]=[C:6]([CH2:7][n:8]1[n:9][c:10](-[c:27]2[cH:28][c:29]([CH3:33])[cH:30][cH:31][cH:32]2)[c:11](-[c:13]2[cH:14][c:15]3[c:16]([n:17]([CH2:23][CH3:24])[c:18](=[O:22])[n:19]3[CH2:20][CH3:21])[cH:25][cH:26]2)[cH:12]1)[OH:34]. Reactants: N#Cc1ccc(CBr)cc1, O=C1NC(=O)c2ccccc21, [K], CN(C)C=O. The product is N#Cc1ccc(CN2C(=O)c3ccccc3C2=O)cc1. As a reaction SMILES: [Br:13][CH2:14][c:15]1[cH:16][cH:17][c:18]([C:21]#[N:22])[cH:19][cH:20]1.[C:1]1(=[O:11])[c:2]2[c:3]([cH:7][cH:8][cH:9][cH:10]2)[C:4](=[O:6])[NH:5]1.[K:12].[O:23]=[CH:24][N:25]([CH3:26])[CH3:27]>>[C:1]1(=[O:11])[c:2]2[c:3]([cH:7][cH:8][cH:9][cH:10]2)[C:4](=[O:6])[N:5]1[CH2:14][c:15]1[cH:16][cH:17][c:18]([C:21]#[N:22])[cH:19][cH:20]1. Starting materials: NC=1C=CC2=C(C=CC3=C(S2)C=C(C=C3)C#N)C1 (8-amino-3-cyanodibenzo[b,f]thiepin), Cl (hydrochloric acid), C(C)(=O)O (acetic acid). Yields the product Cl.NC=1C=CC2=C(C=CC3=C(S2)C=C(C=C3)C(=O)O)C1 (8-Aminodibenzo[b,f]thiepin-3-carboxylic Acid Hydrochloride Salt). RXN SMILES: [NH2:1][C:2]1[CH:3]=[CH:4][C:5]2[S:11][C:10]3[CH:12]=C(C#N)[CH:14]=[CH:15][C:9]=3[CH:8]=[CH:7][C:6]=2[CH:18]=1.[ClH:19].[C:20]([OH:23])(=[O:22])[CH3:21]>>[ClH:19].[NH2:1][C:2]1[CH:3]=[CH:4][C:5]2[S:11][C:10]3[CH:12]=[C:21]([C:20]([OH:23])=[O:22])[CH:14]=[CH:15][C:9]=3[CH:8]=[CH:7][C:6]=2[CH:18]=1 |f:3.4|. Procedure details: 850 Mg. 8-amino-3-cyanodibenzo[b,f]thiepin is refluxed in a mixture of 20 cc. acetic acid and 20 cc. concentrated hydrochloric acid for 48 hours. The suspended solid is filtered, washed with some acetic acid, dried overnight under vacuum at 70° C. to yield 600 mg. pure compound, m.p. 308°-311° C. Reactants: CCO, O=[N+]([O-])c1ccc2oc3c(c2c1)CCCCC3. The product is Nc1ccc2oc3c(c2c1)CCCCC3. As a reaction SMILES: [CH3:18][CH2:19][OH:20].[N+:1]([O-:2])(=[O:3])[c:4]1[cH:5][c:6]2[c:7]([o:8][c:9]3[c:10]2[CH2:11][CH2:12][CH2:13][CH2:14][CH2:15]3)[cH:16][cH:17]1>>[NH2:1][c:4]1[cH:5][c:6]2[c:7]([o:8][c:9]3[c:10]2[CH2:11][CH2:12][CH2:13][CH2:14][CH2:15]3)[cH:16][cH:17]1.